This data is from the Open Reaction Database (ORD), a public repository of structured organic reaction records. The task is: describe an organic reaction: reactants, conditions, products, and yield Starting materials: O=C([O-])[O-], C1COCCN1, CC#N, [O-][n+]1cc(CCl)ccc1Cl, [K+], [K+]. Product: [O-][n+]1cc(CN2CCOCC2)ccc1Cl. RXN SMILES: [C:17](=[O:18])([O-:19])[O-:20].[CH2:11]1[CH2:12][O:13][CH2:14][CH2:15][NH:16]1.[CH3:23][C:24]#[N:25].[Cl:1][c:2]1[n+:3]([O-:10])[cH:4][c:5]([CH2:8][Cl:9])[cH:6][cH:7]1.[K+:21].[K+:22]>>[Cl:1][c:2]1[n+:3]([O-:10])[cH:4][c:5]([CH2:8][N:16]2[CH2:11][CH2:12][O:13][CH2:14][CH2:15]2)[cH:6][cH:7]1. Starting materials: ClCC1=CC=C(C=C1)NC(=O)C1=CC2=CC(=CC=C2CC1)C1=CC=C(C=C1)C (N-[4-(chloromethyl)-phenyl]-7-(4-methylphenyl)-3,4-dihydronaphthalene-2-carboxamide), OC1CCNCC1 (4-hydroxypiperidine), C(O)([O-])=O.[Na+] (sodium hydrogen carbonate). Run in C1CCOC1 (THF). The product is OC1CCN(CC1)CC1=CC=C(C=C1)NC(=O)C1=CC2=CC(=CC=C2CC1)C1=CC=C(C=C1)C (N-[4-(4-hydroxypiperidinomethyl)-phenyl]-7-(4-methylphenyl)-3,4-dihydronaphthalene-2-carboxamide). The yield is 77.4%. As a reaction SMILES: Cl[CH2:2][C:3]1[CH:8]=[CH:7][C:6]([NH:9][C:10]([C:12]2[CH2:21][CH2:20][C:19]3[C:14](=[CH:15][C:16]([C:22]4[CH:27]=[CH:26][C:25]([CH3:28])=[CH:24][CH:23]=4)=[CH:17][CH:18]=3)[CH:13]=2)=[O:11])=[CH:5][CH:4]=1.[OH:29][CH:30]1[CH2:35][CH2:34][NH:33][CH2:32][CH2:31]1.C(=O)([O-])O.[Na+]>C1COCC1>[OH:29][CH:30]1[CH2:35][CH2:34][N:33]([CH2:2][C:3]2[CH:8]=[CH:7][C:6]([NH:9][C:10]([C:12]3[CH2:21][CH2:20][C:19]4[C:14](=[CH:15][C:16]([C:22]5[CH:27]=[CH:26][C:25]([CH3:28])=[CH:24][CH:23]=5)=[CH:17][CH:18]=4)[CH:13]=3)=[O:11])=[CH:5][CH:4]=2)[CH2:32][CH2:31]1 |f:2.3|. Procedure details: In THF (10ml) was dissolved N-[4-(chloromethyl)-phenyl]-7-(4-methylphenyl)-3,4-dihydronaphthalene-2-carboxamide (300mg), and to the mixture was added 4-hydroxypiperidine (235mg). The mixture was refluxed for 24 hours. The reaction mixture was cooled to room temperature, and to the mixture was added 5% sodium hydrogen carbonate solution (50ml). The mixture was extracted with ethyl acetate. The organic layer was washed with saturated sodium chloride solution, dried with anhydrous sodium sulfate, a... As a reaction SMILES: Cl[C:2]1[C:3]([NH:8][S:9]([C:12]2[CH:17]=[CH:16][CH:15]=[CH:14][C:13]=2[C:18]([F:21])([F:20])[F:19])(=[O:11])=[O:10])=[N:4][CH:5]=[CH:6][N:7]=1.[OH:22][CH2:23][C:24]1[CH:29]=[CH:28][C:27](B(O)O)=[CH:26][CH:25]=1>>[F:19][C:18]([F:21])([F:20])[C:13]1[CH:14]=[CH:15][CH:16]=[CH:17][C:12]=1[S:9]([NH:8][C:3]1[C:2]([C:27]2[CH:28]=[CH:29][C:24]([CH2:23][OH:22])=[CH:25][CH:26]=2)=[N:7][CH:6]=[CH:5][N:4]=1)(=[O:11])=[O:10]. Reactants: Intermediate 4, ClC=1C(=NC=CN1)NS(=O)(=O)C1=C(C=CC=C1)C(F)(F)F (N-(3-chloropyrazin-2-yl)-2-(trifluoromethyl)benzenesulfonamide), OCC1=CC=C(C=C1)B(O)O (4-hydroxymethyl benzene boronic acid). Procedure details: Following the general method as outlined for Intermediate 4, starting from N-(3-chloropyrazin-2-yl)-2-(trifluoromethyl)benzenesulfonamide and 4-hydroxymethyl benzene boronic acid, the title compound was isolated, after evaporation and recrystallization, as a yellowish solid in 85% yield (97% purity by HPLC). The product is FC(C1=C(C=CC=C1)S(=O)(=O)NC1=NC=CN=C1C1=CC=C(C=C1)CO)(F)F (2-trifluoromethyl-N-{3-[4-(hydroxymethyl)phenyl]pyrazin-2-yl}benzene sulfonamide). Isolated yield 85.0%. Reactants: C[Si](C)(C)CCOCn1nc(-c2cccc(Br)c2)c2cnc(NCCN3CCOCC3)nc21, C1COCCO1, NCc1ccccc1Cl, O=C(C=Cc1ccccc1)C=Cc1ccccc1, O=C(C=Cc1ccccc1)C=Cc1ccccc1, O=C(C=Cc1ccccc1)C=Cc1ccccc1, [Pd], [Pd]. The product is C[Si](C)(C)CCOCn1nc(-c2cccc(NCc3ccccc3Cl)c2)c2cnc(NCCN3CCOCC3)nc21. Reaction SMILES: [Br:1][c:2]1[cH:3][c:4](-[c:8]2[n:9][n:10]([CH2:26][O:27][CH2:28][CH2:29][Si:30]([CH3:31])([CH3:32])[CH3:33])[c:11]3[n:12][c:13]([NH:17][CH2:18][CH2:19][N:20]4[CH2:21][CH2:22][O:23][CH2:24][CH2:25]4)[n:14][cH:15][c:16]23)[cH:5][cH:6][cH:7]1.[CH2:43]1[O:44][CH2:45][CH2:46][O:47][CH2:48]1.[Cl:34][c:35]1[c:36]([CH2:37][NH2:38])[cH:39][cH:40][cH:41][cH:42]1.[O:51]=[C:52]([CH:53]=[CH:54][c:55]1[cH:56][cH:57][cH:58][cH:59][cH:60]1)[CH:61]=[CH:62][c:63]1[cH:64][cH:65][cH:66][cH:67][cH:68]1.[O:69]=[C:70]([CH:71]=[CH:72][c:73]1[cH:74][cH:75][cH:76][cH:77][cH:78]1)[CH:79]=[CH:80][c:81]1[cH:82][cH:83][cH:84][cH:85][cH:86]1.[O:87]=[C:88]([CH:89]=[CH:90][c:91]1[cH:92][cH:93][cH:94][cH:95][cH:96]1)[CH:97]=[CH:98][c:99]1[cH:100][cH:101][cH:102][cH:103][cH:104]1.[Pd:49].[Pd:50]>>[c:2]1([NH:38][CH2:37][c:36]2[c:35]([Cl:34])[cH:42][cH:41][cH:40][cH:39]2)[cH:3][c:4](-[c:8]2[n:9][n:10]([CH2:26][O:27][CH2:28][CH2:29][Si:30]([CH3:31])([CH3:32])[CH3:33])[c:11]3[n:12][c:13]([NH:17][CH2:18][CH2:19][N:20]4[CH2:21][CH2:22][O:23][CH2:24][CH2:25]4)[n:14][cH:15][c:16]23)[cH:5][cH:6][cH:7]1. Reactants: CCO, Nc1nc(Cl)cs1, CC(O)(c1ccc(S)cc1)C(F)(F)F, [Na+], [OH-], O. Yields the product CC(O)(c1ccc(Sc2csc(N)n2)cc1)C(F)(F)F. As a reaction SMILES: [CH3:25][CH2:26][OH:27].[Cl:17][c:18]1[n:19][c:20]([NH2:23])[s:21][cH:22]1.[F:1][C:2]([C:3]([CH3:4])([OH:5])[c:6]1[cH:7][cH:8][c:9]([SH:12])[cH:10][cH:11]1)([F:13])[F:14].[Na+:16].[OH-:15].[OH2:24]>>[F:1][C:2]([C:3]([CH3:4])([OH:5])[c:6]1[cH:7][cH:8][c:9]([S:12][c:18]2[n:19][c:20]([NH2:23])[s:21][cH:22]2)[cH:10][cH:11]1)([F:13])[F:14]. Starting materials: CCCCOC(=O)c1ccc(N=C=S)cc1, C1CCOC1, CC(C)(C)[O-], [K+], CNC(=O)COc1ccccc1. The product is CCCCOC(=O)c1ccc(NC(=S)N(C)C(=O)COc2ccccc2)cc1. As a reaction SMILES: [CH2:19]([CH2:20][CH2:21][CH3:22])[O:23][C:24]([c:25]1[cH:26][cH:27][c:28]([N:31]=[C:32]=[S:33])[cH:29][cH:30]1)=[O:34].[CH2:35]1[O:36][CH2:37][CH2:38][CH2:39]1.[CH3:1][C:2]([CH3:3])([O-:4])[CH3:5].[K+:6].[O:7]([c:8]1[cH:9][cH:10][cH:11][cH:12][cH:13]1)[CH2:14][C:15](=[O:16])[NH:17][CH3:18]>>[O:7]([c:8]1[cH:9][cH:10][cH:11][cH:12][cH:13]1)[CH2:14][C:15](=[O:16])[N:17]([CH3:18])[C:32]([NH:31][c:28]1[cH:27][cH:26][c:25]([C:24]([O:23][CH2:19][CH2:20][CH2:21][CH3:22])=[O:34])[cH:30][cH:29]1)=[S:33]. The reactants are CCOC(=O)C(NC(=O)CCl)C(=O)OCC, CC(C)=O, [I-], [Na+]. Yields the product CCOC(=O)C(NC(=O)CI)C(=O)OCC. As a reaction SMILES: [CH2:1]([CH3:2])[O:3][C:4]([CH:5]([C:6](=[O:7])[O:8][CH2:9][CH3:10])[NH:11][C:12]([CH2:13][Cl:14])=[O:15])=[O:16].[CH3:19][C:20](=[O:21])[CH3:22].[I-:18].[Na+:17]>>[CH2:1]([CH3:2])[O:3][C:4]([CH:5]([C:6](=[O:7])[O:8][CH2:9][CH3:10])[NH:11][C:12]([CH2:13][I:18])=[O:15])=[O:16]. Starting materials: N1CCCCC1 (piperidine), Cl.ClC1CCCC=2C=CC=NC12 (8-chloro-5,6,7,8-tetrahydroquinoline hydrochloride), [Cl-].[Na+] (sodium chloride). Solvent: O (water). Conditions: time 15 minute. The product is N1(CCCCC1)C1CCCC=2C=CC=NC12 (8-(1-piperidinyl)-5,6,7,8-tetrahydroquinoline). As a reaction SMILES: [NH:1]1[CH2:6][CH2:5][CH2:4][CH2:3][CH2:2]1.Cl.Cl[CH:9]1[C:18]2[N:17]=[CH:16][CH:15]=[CH:14][C:13]=2[CH2:12][CH2:11][CH2:10]1.[Cl-].[Na+]>O>[N:1]1([CH:9]2[C:18]3[N:17]=[CH:16][CH:15]=[CH:14][C:13]=3[CH2:12][CH2:11][CH2:10]2)[CH2:6][CH2:5][CH2:4][CH2:3][CH2:2]1 |f:1.2,3.4|. Procedure details: 3.9 ml of piperidine were introduced into a solution of 2 g of 8-chloro-5,6,7,8-tetrahydroquinoline hydrochloride in 5 ml of water and the mixture was stirred for 15 minutes, heated for two-and-a-half hours at 57°-2° C., then cooled to ambient temperature. The medium was saturated with sodium chloride and extracted with ether. The solvent was eliminated under reduced pressure to obtain 2.07 g of 8-(1-piperidinyl)-5,6,7,8-tetrahydroquinoline. Starting materials: C([O-])(O)=O.[Na+] (sodium bicarbonate), C[Si](N=C(C(F)(F)F)C(F)(F)F)(C)C (N-(trimethylsilyl)hexafluoroacetone imine), C(CCC)[Li] (n-butyl lithium), CCCCCC (hexane), C(C)OC(C)N1C=NC(=C1C1=CC=C(C=C1)SC)C1=CC=C(C=C1)F (1-(1-ethoxyethyl)-4-(4-fluorophenyl)-5-(4-methylthiophenyl)-1H-imidazole), CN(CCN(C)C)C (N,N,N',N'-tetramethylethylenediamine). Run in O1CCCC1 (tetrahydrofuran). Run at temperature -78 celsius, time 15 minute. Product: FC1=CC=C(C=C1)C=1N=C(NC1C1=CC=C(C=C1)SC)C(N)(C(F)(F)F)C(F)(F)F (4-(4-fluorophenyl)-5-(4-methylthiophenyl)-α,α-bis(trifluoromethyl)imidazole-2-methylamine). Isolated yield 28.6%. As a reaction SMILES: C([Li])CCC.CCCCCC.C(OC([N:17]1[C:21]([C:22]2[CH:27]=[CH:26][C:25]([S:28][CH3:29])=[CH:24][CH:23]=2)=[C:20]([C:30]2[CH:35]=[CH:34][C:33]([F:36])=[CH:32][CH:31]=2)[N:19]=[CH:18]1)C)C.CN(C)CCN(C)C.C[Si](C)(C)[N:47]=[C:48]([C:53]([F:56])([F:55])[F:54])[C:49]([F:52])([F:51])[F:50].C(=O)(O)[O-].[Na+]>O1CCCC1>[F:36][C:33]1[CH:32]=[CH:31][C:30]([C:20]2[N:19]=[C:18]([C:48]([C:53]([F:56])([F:55])[F:54])([C:49]([F:52])([F:51])[F:50])[NH2:47])[NH:17][C:21]=2[C:22]2[CH:27]=[CH:26][C:25]([S:28][CH3:29])=[CH:24][CH:23]=2)=[CH:35][CH:34]=1 |f:5.6|. Reported procedure: Under an atmosphere of nitrogen, 1.6M n-butyl lithium in hexane (30 ml, 0.048 mole) was added dropwise to a solution of 1-(1-ethoxyethyl)-4-(4-fluorophenyl)-5-(4-methylthiophenyl)-1H-imidazole (10.0 g, 0.028 mole) and N,N,N',N'-tetramethylethylenediamine (3.9 g, 0.0336 mole) in tetrahydrofuran (150 ml) at -78° C. The mixture was stirred for 15 minutes at -78° C. and then N-(trimethylsilyl)hexafluoroacetone imine (11.0 g, 0.046 mole) was added dropwise at -78° C. The mixture was stirred for one h...